From a dataset of the Open Reaction Database (ORD), a public repository of structured organic reaction records. describe an organic reaction: reactants, conditions, products, and yield The reactants are C(C)NCC (diethylamine), ice water, BrC=1C=CC2=C(C(=NCC=3N2C(=NN3)CCl)C3=NC=CC=C3)C1 (8-bromo-1-(chloromethyl)-6-(2-pyridyl)-4H-s-triazolo[4,3-a][1,4]benzodiazepine), [I-].[Na+] (sodium iodide). The solvent is CN(C=O)C (dimethylformamide). Reaction conditions: time 4.5 hour. The product is BrC=1C=CC2=C(C(=NCC=3N2C(=NN3)CN(CC)CC)C3=NC=CC=C3)C1 (8-bromo-1-[(diethylamino)methyl]-6-(2-pyridyl)-4H-s-triazolo[4,3-a][1,4]benzodiazepine). Reaction SMILES: [CH2:1]([NH:3][CH2:4][CH3:5])[CH3:2].[Br:6][C:7]1[CH:8]=[CH:9][C:10]2[N:16]3[C:17]([CH2:20]Cl)=[N:18][N:19]=[C:15]3[CH2:14][N:13]=[C:12]([C:22]3[CH:27]=[CH:26][CH:25]=[CH:24][N:23]=3)[C:11]=2[CH:28]=1.[I-].[Na+]>CN(C)C=O>[Br:6][C:7]1[CH:8]=[CH:9][C:10]2[N:16]3[C:17]([CH2:20][N:3]([CH2:4][CH3:5])[CH2:1][CH3:2])=[N:18][N:19]=[C:15]3[CH2:14][N:13]=[C:12]([C:22]3[CH:27]=[CH:26][CH:25]=[CH:24][N:23]=3)[C:11]=2[CH:28]=1 |f:2.3|. Procedure: To a solution of 1 ml. of diethylamine in 5 ml. of dry dimethylformamide, 350 mg. of 8-bromo-1-(chloromethyl)-6-(2-pyridyl)-4H-s-triazolo[4,3-a][1,4]benzodiazepine (obtained as in Preparation 3) is added and the mixture stirred under nitrogen at room temperature for about 4.5 hours. To the mixture, 50 mg. of sodium iodide is added and stirring is continued at room temperature for about 18 hours and then heated at about 100 to about 110° C. for about an additional 6 hours. It is then poured into ...